Dataset: the Open Reaction Database (ORD), a public repository of structured organic reaction records. Task: describe an organic reaction: reactants, conditions, products, and yield The reactants are C(C)(=O)O[C@H]1[C@H](SC[C@H]([C@@H]1OC(C)=O)OC(C)=O)Br (2,3,4-tri-O-acetyl-5-thio-α-D-xylopyranosyl bromide), C(C)O (ethanol), C(C)(=O)O[C@H]1[C@H](SC[C@H]([C@@H]1OC(C)=O)OC(C)=O)Br (2,3,4-tri-O-acetyl-5-thio-α-D-xylopyranosyl bromide), OC1=CC=C(C#N)C=C1 (4-hydroxybenzonitrile), C(C)(=O)O[C@H]1[C@H](SC[C@H]([C@@H]1OC(C)=O)OC(C)=O)Br (2,3,4-tri-O-acetyl-5-thio-α-D-xylopyranosyl bromide). The reagents and catalysts are [Cl-].[Zn+2].[Cl-] (zinc chloride), [N-]1C=NC=C1.[Ag+] (silver imidazolate), [Cl-].[Zn+2].[Cl-] (zinc chloride), [N-]1C=NC=C1.[Ag+] (silver imidazolate). Solvent: C(Cl)Cl (methylene chloride). Reaction conditions: temperature 40 celsius, time 24 hour. The product is C(C)(=O)O[C@H]1[C@H](OC2=CC=C(C=C2)C#N)SC[C@H]([C@@H]1OC(C)=O)OC(C)=O (4-cyanophenyl 2,3,4-tri-O-acetyl-5-thio-β-D-xylopyranoside). Yield: 112.5%. RXN SMILES: [C:1]([O:4][C@@H:5]1[C@@H:10]([O:11][C:12](=[O:14])[CH3:13])[C@H:9]([O:15][C:16](=[O:18])[CH3:17])[CH2:8][S:7][C@@H:6]1Br)(=[O:3])[CH3:2].[OH:20][C:21]1[CH:28]=[CH:27][C:24]([C:25]#[N:26])=[CH:23][CH:22]=1.C(O)C>C(Cl)Cl.[Cl-].[Zn+2].[Cl-].[N-]1C=CN=C1.[Ag+]>[C:1]([O:4][C@@H:5]1[C@@H:10]([O:11][C:12](=[O:14])[CH3:13])[C@H:9]([O:15][C:16](=[O:18])[CH3:17])[CH2:8][S:7][C@H:6]1[O:20][C:21]1[CH:28]=[CH:27][C:24]([C:25]#[N:26])=[CH:23][CH:22]=1)(=[O:3])[CH3:2] |f:4.5.6,7.8|. Procedure: A suspension of 6.5 g (12.3.10-3 mol) of 2,3,4-tri-O-acetyl-5-thio-α-D-xylopyranosyl bromide, 6 g (50.4.10-3 mol) of 4-hydroxybenzonitrile, 6.9 g (50.5.10-3 mol) of zinc chloride and 4.4 g (25.1.10-3 mol) of silver imidazolate in 200 ml of anhydrous methylene chloride is stirred at 40° C., under an inert atmosphere, in the absence of light and in the presence of a molecular sieve (400 pm). After 7 h at this temperature, 6.9 g (50.5.10-3 mol) of zinc chloride, 4.4 g (25.1.10-3 mol) of silver imid... The reactants are C(C)N1C(C(C2=CC(=CC=C12)C)(CC1=CC(=C(C(=C1)OC)OC)OC)O)=O (1-ethyl-3-hydroxy-5-methyl-3-(3,4,5-trimethoxybenzyl)indolin-2-one), C(C1=CC=CC=C1)(=O)OC1C(N(C2=CC=C(C=C12)Cl)CCCC)=O (1-butyl-5-chloro-2-oxoindolin-3-yl benzoate), COC=1C=C(CBr)C=C(C1)OC (3,5-dimethoxy benzyl bromide). The product is C(CCC)N1C(C(C2=CC(=CC=C12)Cl)(O)CC1=CC(=CC(=C1)OC)OC)=O (1-butyl-5-chloro-3-(3,5-dimethoxybenzyl)-3-hydroxyindolin-2-one). As a reaction SMILES: C(N1C2C(=CC(C)=CC=2)C(O)([CH2:13][C:14]2[CH:19]=[C:18]([O:20][CH3:21])[C:17](OC)=[C:16]([O:24][CH3:25])[CH:15]=2)C1=O)C.C([O:36][CH:37]1[C:45]2[C:40](=[CH:41][CH:42]=[C:43]([Cl:46])[CH:44]=2)[N:39]([CH2:47][CH2:48][CH2:49][CH3:50])[C:38]1=[O:51])(=O)C1C=CC=CC=1.COC1C=C(C=C(OC)C=1)CBr>>[CH2:47]([N:39]1[C:40]2[C:45](=[CH:44][C:43]([Cl:46])=[CH:42][CH:41]=2)[C:37]([CH2:13][C:14]2[CH:15]=[C:16]([O:24][CH3:25])[CH:17]=[C:18]([O:20][CH3:21])[CH:19]=2)([OH:36])[C:38]1=[O:51])[CH2:48][CH2:49][CH3:50]. Procedure details: This compound was made in an analogous fashion to 1-ethyl-3-hydroxy-5-methyl-3-(3,4,5-trimethoxybenzyl)indolin-2-one using 1-butyl-5-chloro-2-oxoindolin-3-yl benzoate and 3,5-dimethoxy benzyl bromide (purchased from Fisher Scientific). 1H NMR δ 7.25 (m, 2H) 6.61 (d, 1H), 6.24 (s, 1H), 6.06 (s, 2H), 3.66 (m, 7H), 3.23 (m, 2H), 3.16 (d, 1H), 1.63 (bs, OH), 1.35 (m, 2H), 1.17 (m, 2H), 0.96 (t, 3H). Calculated mass for C21H24ClNO4, 389.14. Observed 412.2 (M+Na). The reactants are C1(=CC=CC=C1)C1(CC(OC1)(C)C)C (4-phenyl-2,2,4-trimethyltetrahydrofuran), CC(C=O)(CC(=C)C)C1=CC=C(C=C1)C (2,4-dimethyl-2-(4-methylphenyl)-4-pentenal), [H-].[Al+3].[Li+].[H-].[H-].[H-] (lithium aluminum hydride). Run in CCOCC (ether). Product: CC(CO)(CC(=C)C)C1=CC=C(C=C1)C (2,4-dimethyl-2-(4-methylphenyl)-4-penten-1-ol). Yield: 94.0%. RXN SMILES: C1(C2(C)COC(C)(C)C2)C=CC=CC=1.[CH3:15][C:16]([C:23]1[CH:28]=[CH:27][C:26]([CH3:29])=[CH:25][CH:24]=1)([CH2:19][C:20]([CH3:22])=[CH2:21])[CH:17]=[O:18].[H-].[Al+3].[Li+].[H-].[H-].[H-]>CCOCC>[CH3:15][C:16]([C:23]1[CH:28]=[CH:27][C:26]([CH3:29])=[CH:25][CH:24]=1)([CH2:19][C:20]([CH3:22])=[CH2:21])[CH2:17][OH:18] |f:2.3.4.5.6.7|. Procedure: Following the procedure of part (a) of Example I a 353.5 g sample of 2,4-dimethyl-2-(4-methylphenyl)-4-pentenal was reduced with 30 g of lithium aluminum hydride in 1100 ml of anhydrous ether. Usual workup and distillation afforded 335 g (94% yield) of the desired 2,4-dimethyl-2-(4-methylphenyl)-4-penten-1-ol (bp 136°-138° C./0.7 mm Hg) with a purity of 95%. The reactants are N1(C=CC=C1)C=1C=C(C(=O)OC)C=CC1 (methyl 3-(pyrrol-1-yl)benzoate), ice water, C([O-])([O-])=O.[K+].[K+] (potassium carbonate), P(=O)(Cl)(Cl)Cl (Phosphoryl chloride), ice. Solvent: CN(C=O)C (N,N-dimethylformamide), CN(C=O)C (N,N-dimethylformamide). Reaction conditions: time 15 minute. The product is C(=O)C=1N(C=CC1)C=1C=C(C(=O)OC)C=CC1 (methyl 3-(2-formylpyrrol-1-yl)benzoate). As a reaction SMILES: P(Cl)(Cl)(Cl)=O.[N:6]1([C:11]2[CH:12]=[C:13]([CH:18]=[CH:19][CH:20]=2)[C:14]([O:16][CH3:17])=[O:15])[CH:10]=[CH:9][CH:8]=[CH:7]1.[C:21](=O)([O-])[O-:22].[K+].[K+]>CN(C)C=O>[CH:21]([C:10]1[N:6]([C:11]2[CH:12]=[C:13]([CH:18]=[CH:19][CH:20]=2)[C:14]([O:16][CH3:17])=[O:15])[CH:7]=[CH:8][CH:9]=1)=[O:22] |f:2.3.4|. Reported procedure: Phosphoryl chloride (5.5 ml) was dropwise added to N,N-dimethylformamide (4.6 ml) under ice-cooling and the mixture was stirred for 15 minutes at 40°-50° C. To the mixture was added a solution of methyl 3-(pyrrol-1-yl)benzoate (6.0 g) in N,N-dimethylformamide (30 ml) at ambient temperature and the whole was stirred for 3 hours at 110°-120° C. An ice-cooling mixture was poured into ice-water and the mixture was adjusted to pH 9 with potassium carbonate. The mixture was extracted with ethyl acetat... Starting materials: CO, Cc1nc(-c2cccc(F)c2)ncc1C(=O)Nn1ccc2cc([N+](=O)[O-])ccc21. Yields the product Cc1nc(-c2cccc(F)c2)ncc1C(=O)Nn1ccc2cc(N)ccc21. Reaction SMILES: [CH3:30][OH:31].[N+:1]([O-:2])(=[O:3])[c:4]1[cH:5][c:6]2[cH:7][cH:8][n:9]([NH:13][C:14](=[O:15])[c:16]3[c:17]([CH3:29])[n:18][c:19](-[c:22]4[cH:23][c:24]([F:28])[cH:25][cH:26][cH:27]4)[n:20][cH:21]3)[c:10]2[cH:11][cH:12]1>>[NH2:1][c:4]1[cH:5][c:6]2[cH:7][cH:8][n:9]([NH:13][C:14](=[O:15])[c:16]3[c:17]([CH3:29])[n:18][c:19](-[c:22]4[cH:23][c:24]([F:28])[cH:25][cH:26][cH:27]4)[n:20][cH:21]3)[c:10]2[cH:11][cH:12]1. Reactants: CC(=O)Oc2ccc1ccccc1c2 (substrate), c4(CCCC)ccc(B3OB(c1ccc(CCCC)cc1)OB(c2ccc(CCCC)cc2)O3)cc4 (effective_coupling_partner). The reagents and catalysts are PCy3. Conditions: temperature 110 celsius, time 12 hour. The product is c3(CCCC)ccc(c2ccc1ccccc1c2)cc3. Reactants: CCO, [Li+], CCOC(=O)c1cc(-c2cnc(Oc3ccccc3)nc2)[nH]n1, [OH-], O. The product is O=C(O)c1cc(-c2cnc(Oc3ccccc3)nc2)[nH]n1. Reaction SMILES: [CH3:27][CH2:28][OH:29].[Li+:3].[O:4]([c:5]1[cH:6][cH:7][cH:8][cH:9][cH:10]1)[c:11]1[n:12][cH:13][c:14](-[c:17]2[cH:18][c:19]([C:22](=[O:23])[O:24][CH2:25][CH3:26])[n:20][nH:21]2)[cH:15][n:16]1.[OH-:2].[OH2:1]>>[O:4]([c:5]1[cH:6][cH:7][cH:8][cH:9][cH:10]1)[c:11]1[n:12][cH:13][c:14](-[c:17]2[cH:18][c:19]([C:22](=[O:23])[OH:24])[n:20][nH:21]2)[cH:15][n:16]1.